From a dataset of the Open Reaction Database (ORD), a public repository of structured organic reaction records. describe an organic reaction: reactants, conditions, products, and yield Starting materials: FC(C1=CC=C(C=C1)N1N=C(C=C1)C(=O)OC)(F)F (methyl 1-(4-(trifluoromethyl)phenyl)-1H-pyrazole-3-carboxylate), [H-].[Al+3].[Li+].[H-].[H-].[H-] (lithium aluminum hydride). The solvent is C1CCOC1 (THF). Run at temperature 0 celsius, time 1 hour. Yields the product FC(C1=CC=C(C=C1)N1N=C(C=C1)CO)(F)F ((1-(4-(trifluoromethyl)phenyl)-1H-pyrazol-3-yl)methanol). As a reaction SMILES: [F:1][C:2]([F:19])([F:18])[C:3]1[CH:8]=[CH:7][C:6]([N:9]2[CH:13]=[CH:12][C:11]([C:14](OC)=[O:15])=[N:10]2)=[CH:5][CH:4]=1.[H-].[Al+3].[Li+].[H-].[H-].[H-]>C1COCC1>[F:19][C:2]([F:1])([F:18])[C:3]1[CH:4]=[CH:5][C:6]([N:9]2[CH:13]=[CH:12][C:11]([CH2:14][OH:15])=[N:10]2)=[CH:7][CH:8]=1 |f:1.2.3.4.5.6|. Procedure: A 100 mL round-bottomed flask was charged with methyl 1-(4-(trifluoromethyl)phenyl)-1H-pyrazole-3-carboxylate 63 (0.800 g, 2.96 mmol) and 10 mL of THF. After being cooled to 0° C., lithium aluminum hydride (1.0 M solution in THF, 2.96 mL, 2.96 mmol) was added dropwise. After 1 h, the reaction was quenched with 0.5 mL of water, 0.5 mL of 1 M NaOH, and 1.5 mL of water (added in that order). The resulting precipitate was filtered and the filtrate concentrated to give (1-(4-(trifluoromethyl)phenyl)-... The reactants are O (water), COC1=C(C=C2C=C(NC2=C1)N1CCC(CC1)CC1=CC=CC=C1)C(=O)N (6-methoxy-(4-benzylpiperidinyl)-indole-5-carboxamide), Cl.C(C)N(CCCl)CC (2-(diethylamino)-ethylchloride hydrochloride), [H-].[Na+] (NaH). Solvent: CN(C)C=O (DMF). Run at time 18 hour. Product: C(C)N(CC)CCN1C(=CC2=CC(=C(C=C12)OC)C(=O)N)N1CCC(CC1)CC1=CC=CC=C1 (1-(Diethylaminoethyl)-6-methoxy-(4-benzylpiperidinyl)-indole-5-carboxamide). Yield: 55.2%. RXN SMILES: [CH3:1][O:2][C:3]1[CH:11]=[C:10]2[C:6]([CH:7]=[C:8]([N:12]3[CH2:17][CH2:16][CH:15]([CH2:18][C:19]4[CH:24]=[CH:23][CH:22]=[CH:21][CH:20]=4)[CH2:14][CH2:13]3)[NH:9]2)=[CH:5][C:4]=1[C:25]([NH2:27])=[O:26].[H-].[Na+].Cl.[CH2:31]([N:33]([CH2:37][CH3:38])[CH2:34][CH2:35]Cl)[CH3:32].O>CN(C=O)C>[CH2:31]([N:33]([CH2:37][CH2:38][N:9]1[C:10]2[C:6](=[CH:5][C:4]([C:25]([NH2:27])=[O:26])=[C:3]([O:2][CH3:1])[CH:11]=2)[CH:7]=[C:8]1[N:12]1[CH2:13][CH2:14][CH:15]([CH2:18][C:19]2[CH:24]=[CH:23][CH:22]=[CH:21][CH:20]=2)[CH2:16][CH2:17]1)[CH2:34][CH3:35])[CH3:32] |f:1.2,3.4|. Procedure: 0.3 g (0.862 mmol) of 6-methoxy-(4-benzylpiperidinyl)-indole-5-carboxamide was dissolved in 20 mL dry DMF. It was cooled in an ice-bath and reacted with 0.12 g NaH (3 mmol, 60% suspension). 0.172 mg (1 mmol) of 2-(diethylamino)-ethylchloride hydrochloride was added and the mixture was stirred for 18 h. The reaction mixture was poured in to water and extracted with dichloromethane (3×75 mL). The combined extract was washed again with water, dried over anhydrous MgSO4, evaporated and purified by s... Reactants: CS(=O)(=O)OCC=1C(=NSC1C(F)(F)F)C1=CC=C(C=C1)CC ([3-(4-ethylphenyl)-5-(trifluoromethyl)-1,2-thiazol-4-yl]methyl methanesulfonate), FC=1C=C(C=C(C1O)F)C1C(C1)C(=O)OCC (ethyl 2-(3,5-difluoro-4-hydroxyphenyl)cyclopropane-1-carboxylate). Product: C(C)C1=CC=C(C=C1)C1=NSC(=C1COC1=C(C=C(C=C1F)C1C(C1)C(=O)O)F)C(F)(F)F (2-(4-[[3-(4-ethylphenyl)-5-(trifluoromethyl)-1,2-thiazol-4-yl]methoxy]-3,5-difluorophenyl)cyclopropane-1-carboxylic acid). As a reaction SMILES: CS([O:5][CH2:6][C:7]1[C:8]([C:16]2[CH:21]=[CH:20][C:19]([CH2:22][CH3:23])=[CH:18][CH:17]=2)=[N:9][S:10][C:11]=1[C:12]([F:15])([F:14])[F:13])(=O)=O.[F:24][C:25]1[CH:26]=[C:27]([CH:33]2[CH2:35][CH:34]2[C:36]([O:38]CC)=[O:37])[CH:28]=[C:29]([F:32])[C:30]=1O>>[CH2:22]([C:19]1[CH:20]=[CH:21][C:16]([C:8]2[C:7]([CH2:6][O:5][C:30]3[C:29]([F:32])=[CH:28][C:27]([CH:33]4[CH2:35][CH:34]4[C:36]([OH:38])=[O:37])=[CH:26][C:25]=3[F:24])=[C:11]([C:12]([F:15])([F:14])[F:13])[S:10][N:9]=2)=[CH:17][CH:18]=1)[CH3:23]. Procedure details: The title compound was prepared according to the procedure described in Example 1 following Steps 5 and 6 by coupling [3-(4-ethylphenyl)-5-(trifluoromethyl)-1,2-thiazol-4-yl]methyl methanesulfonate and ethyl 2-(3,5-difluoro-4-hydroxyphenyl)cyclopropane-1-carboxylate followed by hydrolysis to afford the desired product as an off-white solid. 1HNMR (300 MHz, CDCl3) δ 7.75 (d, J=8.1 Hz, 2H), 7.32 (d, J=8.1 Hz, 2H), 6.63-6.71 (m, 2H), 5.16 (s, 2H), 2.69-2.77 (m, 2H), 2.49-2.55 (m, 2H), 1.64-1.89 (m,... Reactants: CC#CCOc1cc(NCC(F)(F)C(F)(F)F)ncn1, CCI, CN(C)C=O, [H-], [Na+], O. Yields the product CC#CCOc1cc(N(CC)CC(F)(F)C(F)(F)F)ncn1. As a reaction SMILES: [CH2:1]([C:2]#[C:3][CH3:4])[O:5][c:6]1[n:7][cH:8][n:9][c:10]([NH:12][CH2:13][C:14]([C:15]([F:16])([F:17])[F:18])([F:19])[F:20])[cH:11]1.[CH2:21]([CH3:22])[I:23].[CH3:27][N:28]([CH3:29])[CH:30]=[O:31].[H-:24].[Na+:25].[OH2:26]>>[CH2:1]([C:2]#[C:3][CH3:4])[O:5][c:6]1[n:7][cH:8][n:9][c:10]([N:12]([CH2:13][C:14]([C:15]([F:16])([F:17])[F:18])([F:19])[F:20])[CH2:21][CH3:22])[cH:11]1.